Dataset: the Open Reaction Database (ORD), a public repository of structured organic reaction records. Task: describe an organic reaction: reactants, conditions, products, and yield The reactants are CC(=O)[O-], CC(=O)CC(C)=O, CC(=O)O, CCO, Cl, O=N[O-], Nc1ccc(Cl)cc1, [Na+], [Na+], O. Yields the product CC(=O)C(=NNc1ccc(Cl)cc1)C(C)=O. As a reaction SMILES: [CH3:14][C:15](=[O:16])[O-:17].[CH3:18][C:19](=[O:20])[CH2:21][C:22]([CH3:23])=[O:24].[CH3:25][C:26](=[O:27])[OH:28].[CH3:31][CH2:32][OH:33].[ClH:29].[N:9]([O-:10])=[O:11].[NH2:1][c:2]1[cH:3][cH:4][c:5]([Cl:6])[cH:7][cH:8]1.[Na+:12].[Na+:13].[OH2:30]>>[NH:1]([c:2]1[cH:3][cH:4][c:5]([Cl:6])[cH:7][cH:8]1)[N:9]=[C:21]([C:19]([CH3:18])=[O:20])[C:22]([CH3:23])=[O:24].